Dataset: the Open Reaction Database (ORD), a public repository of structured organic reaction records. Task: describe an organic reaction: reactants, conditions, products, and yield The reactants are CCOC(=O)C1(CCOC)CCN(S(=O)(=O)c2ccccc2Cl)CC1, CO, [Na+], [OH-]. Product: COCCC1(C(=O)O)CCN(S(=O)(=O)c2ccccc2Cl)CC1. Reaction SMILES: [CH2:1]([CH3:2])[O:3][C:4](=[O:5])[C:6]1([CH2:22][CH2:23][O:24][CH3:25])[CH2:7][CH2:8][N:9]([S:12](=[O:13])(=[O:14])[c:15]2[c:16]([Cl:21])[cH:17][cH:18][cH:19][cH:20]2)[CH2:10][CH2:11]1.[CH3:28][OH:29].[Na+:27].[OH-:26]>>[O:3]=[C:4]([OH:5])[C:6]1([CH2:22][CH2:23][O:24][CH3:25])[CH2:7][CH2:8][N:9]([S:12](=[O:13])(=[O:14])[c:15]2[c:16]([Cl:21])[cH:17][cH:18][cH:19][cH:20]2)[CH2:10][CH2:11]1. The reactants are COCCCCC(C)=O (6-methoxyhexan-2-one), [Cl-].[Li+] (lithium chloride), ice. The reagents and catalysts are O.[Cu](Cl)Cl (copper(II) chloride hydrate). The solvent is CN(C=O)C (N,N-dimethylformamide), CN(C=O)C (N,N-dimethylformamide). Conditions: temperature 85 celsius, time 1 hour. Yields the product ClC(C(C)=O)CCCOC (3-Chloro-6-methoxyhexan-2-one). As a reaction SMILES: [CH3:1][O:2][CH2:3][CH2:4][CH2:5][CH2:6][C:7](=[O:9])[CH3:8].[Cl-:10].[Li+]>CN(C)C=O.O.[Cu](Cl)Cl>[Cl:10][CH:6]([CH2:5][CH2:4][CH2:3][O:2][CH3:1])[C:7](=[O:9])[CH3:8] |f:1.2,4.5|. Procedure details: 1.5 mol of 6-methoxyhexan-2-one [29006-00-6] are added to a mixture of 3.6 mol of copper(II) chloride hydrate and 1.8 mol of lithium chloride in 900 ml of N,N-dimethylformamide at 80° C. The reaction mixture is stirred at 80-90° C. for 1 hour. 900 g of ice are added, and the precipitate is dissolved by adding N,N-dimethylformamide. Extraction with pentane (6×) is carried out. The combined organic phases are washed with water, dried over sodium sulphate and fractionated in vacuo. The title compou... The reactants are C1CS(=O)C1 (propane sulfone), C(=O)(OC)C1=CC=C(OCCCS(=O)(=O)[O-])C=C1.C(CCC)[P+](CCCC)(CCCC)CCCC (Tetra-n-Butylphosphonium 3-(4-Carbomethoxyphenoxy)propanesulfonate), C[O-].[Na+] (sodium methoxide), C(=O)(OC)C1=CC=C(C=C1)O (4-carbomethoxyphenol). The solvent is CO (methanol). Yields the product C(=O)(OC)C1=CC=C(OCCCS(=O)(=O)[O-])C=C1.[Na+] (Sodium 3-(4-carbomethoxyphenoxy)propanesulfonate). RXN SMILES: C[O-].[Na+:3].C(C1C=CC(O)=CC=1)(OC)=O.C1CS(=O)C1.[C:20]([C:24]1[CH:37]=[CH:36][C:27]([O:28][CH2:29][CH2:30][CH2:31][S:32]([O-:35])(=[O:34])=[O:33])=[CH:26][CH:25]=1)([O:22][CH3:23])=[O:21].C([P+](CCCC)(CCCC)CCCC)CCC>CO>[C:20]([C:24]1[CH:37]=[CH:36][C:27]([O:28][CH2:29][CH2:30][CH2:31][S:32]([O-:35])(=[O:33])=[O:34])=[CH:26][CH:25]=1)([O:22][CH3:23])=[O:21].[Na+:3] |f:0.1,4.5,7.8|. Procedure details: Sodium 3-(4-carbomethoxyphenoxy)propanesulfonate is prepared by adding sodium methoxide (54 grams) to 4-carbomethoxyphenol (152 grams) dissolved in 600 ml. of methanol followed by addition of propane sulfone (122 grams). After 2 hours of reflux, the crystals formed are filtered (186 grams) and added to tetra-n-butylphosphonium chloride (185 grams) in 400 ml. of water at 40° C. to prepare tetra-n-butylphosphonium 3-(4-carbomethoxyphenoxy)propanesulfonate. To remove this phosphonium salt from wate... Starting materials: COC(=O)N1CC[C@@H]2[C@](CCC[C@H]12)(C#CC=1C=C(C=CC1)C)O ((3aS,4R,7aS)-4-hydroxy-4-m-tolylethynyl-octahydro-indole-1-carboxylic acid methyl ester), O=C(CCC(=O)O)N1CCCC1 (4-oxo-4-(pyrrolidin-1-yl)-butanoic acid). Product: COC(=O)N1CC[C@H]2[C@@](CCC[C@@H]12)(C#CC=1C=C(C=CC1)C)OC(CCC(N1CCCC1)=O)=O ((3aR,4S,7aR)-4-(4-oxo-4-pyrrolidin-1-yl-butyryloxy)-4-m-tolylethynyl-octahydro-indole-1-carboxylic acid methyl ester). As a reaction SMILES: [CH3:1][O:2][C:3]([N:5]1[C@@H:13]2[C@@H:8]([C@@:9]([OH:23])([C:14]#[C:15][C:16]3[CH:17]=[C:18]([CH3:22])[CH:19]=[CH:20][CH:21]=3)[CH2:10][CH2:11][CH2:12]2)[CH2:7][CH2:6]1)=[O:4].[O:24]=[C:25]([N:31]1[CH2:35][CH2:34][CH2:33][CH2:32]1)[CH2:26][CH2:27][C:28](O)=[O:29]>>[CH3:1][O:2][C:3]([N:5]1[C@H:13]2[C@H:8]([C@:9]([O:23][C:28](=[O:29])[CH2:27][CH2:26][C:25](=[O:24])[N:31]3[CH2:35][CH2:34][CH2:33][CH2:32]3)([C:14]#[C:15][C:16]3[CH:17]=[C:18]([CH3:22])[CH:19]=[CH:20][CH:21]=3)[CH2:10][CH2:11][CH2:12]2)[CH2:7][CH2:6]1)=[O:4]. Reported procedure: Synthesis in analogy to the General Method 1 starting from (3aS,4R,7aS)-4-hydroxy-4-m-tolylethynyl-octahydro-indole-1-carboxylic acid methyl ester and 4-oxo-4-(pyrrolidin-1-yl)-butanoic acid to yield (3aR,4S,7aR)-4-(4-oxo-4-pyrrolidin-1-yl-butyryloxy)-4-m-tolylethynyl-octahydro-indole-1-carboxylic acid methyl ester. MS [M+H]=467; RT=2.88 min; UPLC Method II